From a dataset of the Open Reaction Database (ORD), a public repository of structured organic reaction records. describe an organic reaction: reactants, conditions, products, and yield Starting materials: CC(=O)NCC(CCl)OC(C)=O, CC1Cc2cc(NC(=O)OCc3ccccc3)ccc2S1, CO, CC(C)(C)[O-], CN(C)C=O, CS(C)=O, [Cl-], [Li+], [NH4+]. Product: CC(=O)NCC1CN(c2ccc3c(c2)CC(C)S3)C(=O)O1. RXN SMILES: [C:30](=[O:32])([O:33][CH:34]([CH2:35][NH:36][C:37]([CH3:38])=[O:39])[CH2:40][Cl:31])[CH3:41].[CH2:1]([O:2][C:3](=[O:4])[NH:11][c:12]1[cH:13][c:14]2[c:15]([cH:20][cH:21]1)[S:16][CH:17]([CH3:19])[CH2:18]2)[c:5]1[cH:6][cH:7][cH:8][cH:9][cH:10]1.[CH3:22][OH:23].[CH3:24][C:25]([CH3:26])([O-:27])[CH3:28].[CH3:44][N:45]([CH3:46])[CH:47]=[O:48].[CH3:49][S:50]([CH3:51])=[O:52].[Cl-:42].[Li+:29].[NH4+:43]>>[N:11]1([c:12]2[cH:13][c:14]3[c:15]([cH:20][cH:21]2)[S:16][CH:17]([CH3:19])[CH2:18]3)[C:30](=[O:32])[O:33][CH:34]([CH2:35][NH:36][C:37]([CH3:38])=[O:39])[CH2:40]1. The reactants are [Mg+]Cc1ccccc1, C1CCOC1, [Cl-], N#Cc1cc2c(cc1N)OCO2, O, O=S(=O)(O)O. Yields the product Nc1cc2c(cc1C(=O)Cc1ccccc1)OCO2. Reaction SMILES: [CH2:14]([c:15]1[cH:16][cH:17][cH:18][cH:19][cH:20]1)[Mg+:21].[CH2:28]1[O:29][CH2:30][CH2:31][CH2:32]1.[Cl-:13].[NH2:1][c:2]1[c:3]([C:4]#[N:5])[cH:6][c:7]2[c:8]([cH:9]1)[O:10][CH2:11][O:12]2.[OH2:22].[S:23]([OH:24])(=[O:25])(=[O:26])[OH:27]>>[NH2:1][c:2]1[c:3]([C:4]([CH2:14][c:15]2[cH:16][cH:17][cH:18][cH:19][cH:20]2)=[O:24])[cH:6][c:7]2[c:8]([cH:9]1)[O:10][CH2:11][O:12]2. Starting materials: CC(CCO)(CCO)C1=CC=CC=C1 (3-Methyl-3-phenyl-pentane-1,5-diol), C1(=CC=C(C=C1)S(=O)(=O)Cl)C (p-toluenesulfonyl chloride), [H-].[Na+] (NaH), [I-].[K+] (potassium iodide). The solvent is CCOCC (ether), C(Cl)Cl (DCM), C1CCOC1 (THF), C(Cl)Cl (DCM). Conditions: time 16 hour. Product: CC1(CCOCC1)C1=CC=CC=C1 (4-Methyl-4-phenyl-tetrahydro-pyran). Reaction SMILES: [CH3:1][C:2]([C:9]1[CH:14]=[CH:13][CH:12]=[CH:11][CH:10]=1)([CH2:6][CH2:7][OH:8])[CH2:3][CH2:4]O.[I-].[K+].C1(C)C=CC(S(Cl)(=O)=O)=CC=1.[H-].[Na+]>C(Cl)Cl.C1COCC1.CCOCC>[CH3:1][C:2]1([C:9]2[CH:14]=[CH:13][CH:12]=[CH:11][CH:10]=2)[CH2:6][CH2:7][O:8][CH2:4][CH2:3]1 |f:1.2,4.5|. Procedure details: 3-Methyl-3-phenyl-pentane-1,5-diol (3.88 g, 20 mmol), Ag2O (6.95 g (30 mmol), potassium iodide (0.66 g, 4 mmol) were suspended in 50 mL DCM and treated with a solution of p-toluenesulfonyl chloride (4.19 g, 22 mmol) in 30 mL DCM. The mixture was allowed to stir under nitrogen atmosphere for 16 h. The crude reaction mixture was applied on a short plug of silica gel column and the product was collected by washing with DCM. The solvent was evaporated and the residue was dissolved in dry THF (30 mL)...